From a dataset of the Open Reaction Database (ORD), a public repository of structured organic reaction records. describe an organic reaction: reactants, conditions, products, and yield The reactants are CCOP(C)(=O)C(C)Oc1cc(Oc2ccc(C(F)(F)F)cc2Cl)ccc1[N+](=O)[O-], CCO, [K+], [OH-], O. Yields the product CC(Oc1cc(Oc2ccc(C(F)(F)F)cc2Cl)ccc1[N+](=O)[O-])P(C)(=O)O. As a reaction SMILES: [CH3:1][P:2]([O:3][CH2:4][CH3:5])(=[O:6])[CH:7]([CH3:8])[O:9][c:10]1[c:11]([N+:28](=[O:29])[O-:30])[cH:12][cH:13][c:14]([O:16][c:17]2[c:18]([Cl:27])[cH:19][c:20]([C:23]([F:24])([F:25])[F:26])[cH:21][cH:22]2)[cH:15]1.[CH3:33][CH2:34][OH:35].[K+:32].[OH-:31].[OH2:36]>>[CH3:1][P:2](=[O:3])([OH:6])[CH:7]([CH3:8])[O:9][c:10]1[c:11]([N+:28](=[O:29])[O-:30])[cH:12][cH:13][c:14]([O:16][c:17]2[c:18]([Cl:27])[cH:19][c:20]([C:23]([F:24])([F:25])[F:26])[cH:21][cH:22]2)[cH:15]1. The reactants are CC1=C(C=CC(=N1)N)OC1=CC(=NC=C1)C1=CC(=NO1)C (6-methyl-5-((2-(3-methylisoxazol-5-yl)pyridin-4-yl)oxy)pyridin-2-amine), N1=CC=CC=C1 (pyridine), C(=O)(O)[O-].[Na+] (NaHCO3), CC(C(=O)N)(C)C (2,2,2-trimethylacetamide), C(C(=O)Cl)(=O)Cl (oxalyl chloride). Solvent: C1CCOC1 (THF), ClCCCl (DCE). Conditions: time 0.5 hour. The product is CC1=C(C=CC(=N1)NC(=O)NC(C(C)(C)C)=O)OC1=CC(=NC=C1)C1=CC(=NO1)C (N-((6-methyl-5-((2-(3-methylisoxazol-5-yl)pyridin-4-yl)oxy)pyridin-2-yl)carbamoyl)pivalamide). Yield: 17.6%. Reaction SMILES: [CH3:1][C:2]([CH3:7])([CH3:6])[C:3]([NH2:5])=[O:4].C(Cl)(=O)[C:9](Cl)=[O:10].[CH3:14][C:15]1[N:20]=[C:19]([NH2:21])[CH:18]=[CH:17][C:16]=1[O:22][C:23]1[CH:28]=[CH:27][N:26]=[C:25]([C:29]2[O:33][N:32]=[C:31]([CH3:34])[CH:30]=2)[CH:24]=1.N1C=CC=CC=1.C([O-])(O)=O.[Na+]>ClCCCl.C1COCC1>[CH3:14][C:15]1[N:20]=[C:19]([NH:21][C:9]([NH:5][C:3](=[O:4])[C:2]([CH3:7])([CH3:6])[CH3:1])=[O:10])[CH:18]=[CH:17][C:16]=1[O:22][C:23]1[CH:28]=[CH:27][N:26]=[C:25]([C:29]2[O:33][N:32]=[C:31]([CH3:34])[CH:30]=2)[CH:24]=1 |f:4.5|. Procedure: A suspension of 2,2,2-trimethylacetamide (0.086 g, 0.850 mmol) in DCE (3.5 mL) was treated drop-wise with oxalyl chloride (0.074 mL, 0.850 mmol), stirred at RT for 0.5 h, then warmed to 85° C. for 1 h. The solution was cooled to RT, added drop-wise to a solution of Example A7 (0.2 g, 0.708 mmol) and pyridine (0.069 mL, 0.850 mmol) in THF (3.5 mL) and stirred at RT for 2.5 days. Satd. NaHCO3 was added, the mixture extracted with EtOAc (4×) and the combined organics were dried over Na2SO4, concent... The reactants are CCNC(=O)Nc1ccc(-c2nc3c(c(N4CCOCC4C)n2)CNCC3)cc1, CN(C)C=O, COCC(=O)Cl, CCN(C(C)C)C(C)C, Cl. Yields the product CCNC(=O)Nc1ccc(-c2nc3c(c(N4CCOCC4C)n2)CN(C(=O)COC)CC3)cc1. Reaction SMILES: [CH2:2]([CH3:3])[NH:4][C:5](=[O:6])[NH:7][c:8]1[cH:9][cH:10][c:11](-[c:14]2[n:15][c:16]([N:24]3[CH:25]([CH3:30])[CH2:26][O:27][CH2:28][CH2:29]3)[c:17]3[c:18]([n:19]2)[CH2:20][CH2:21][NH:22][CH2:23]3)[cH:12][cH:13]1.[CH3:31][N:32]([CH3:33])[CH:34]=[O:35].[CH3:45][O:46][CH2:47][C:48](=[O:49])[Cl:50].[CH:36]([N:37]([CH2:38][CH3:39])[CH:40]([CH3:41])[CH3:42])([CH3:43])[CH3:44].[ClH:1]>>[CH2:2]([CH3:3])[NH:4][C:5](=[O:6])[NH:7][c:8]1[cH:9][cH:10][c:11](-[c:14]2[n:15][c:16]([N:24]3[CH:25]([CH3:30])[CH2:26][O:27][CH2:28][CH2:29]3)[c:17]3[c:18]([n:19]2)[CH2:20][CH2:21][N:22]([C:48]([CH2:47][O:46][CH3:45])=[O:49])[CH2:23]3)[cH:12][cH:13]1. Reactants: CS(=O)(=O)Cl, Nc1ccc(OCCCCl)cc1, ClCCl, c1ccncc1. The product is CS(=O)(=O)Nc1ccc(OCCCCl)cc1. Reaction SMILES: [CH3:19][S:20]([Cl:21])(=[O:22])=[O:23].[Cl:1][CH2:2][CH2:3][CH2:4][O:5][c:6]1[cH:7][cH:8][c:9]([NH2:12])[cH:10][cH:11]1.[Cl:24][CH2:25][Cl:26].[cH:13]1[cH:14][cH:15][n:16][cH:17][cH:18]1>>[Cl:1][CH2:2][CH2:3][CH2:4][O:5][c:6]1[cH:7][cH:8][c:9]([NH:12][S:20]([CH3:19])(=[O:22])=[O:23])[cH:10][cH:11]1. Starting materials: CCC(CC)(c1ccc(OCC(O[Si](C)(C)C(C)(C)C)C(C)(C)C)c(C)c1)c1cc(C)c(S(N)(=O)=O)s1, COC(C)=O, CC#N, F. Product: COC(C)=O, CCC(CC)(c1ccc(OCC(O)C(C)(C)C)c(C)c1)c1cc(C)c(S(N)(=O)=O)s1. As a reaction SMILES: [C:6]([Si:7]([CH3:8])([CH3:9])[O:11][CH:12]([CH2:13][O:14][c:15]1[c:16]([CH3:36])[cH:17][c:18]([C:21]([CH2:22][CH3:23])([CH2:24][CH3:25])[c:26]2[cH:27][c:28]([CH3:35])[c:29]([S:31](=[O:32])(=[O:33])[NH2:34])[s:30]2)[cH:19][cH:20]1)[C:37]([CH3:38])([CH3:39])[CH3:40])([CH3:10])([CH3:41])[CH3:42].[CH3:1][O:2][C:3]([CH3:4])=[O:5].[CH3:44][C:45]#[N:46].[FH:43]>>[CH3:1][O:2][C:3]([CH3:4])=[O:5].[OH:11][CH:12]([CH2:13][O:14][c:15]1[c:16]([CH3:36])[cH:17][c:18]([C:21]([CH2:22][CH3:23])([CH2:24][CH3:25])[c:26]2[cH:27][c:28]([CH3:35])[c:29]([S:31](=[O:32])(=[O:33])[NH2:34])[s:30]2)[cH:19][cH:20]1)[C:37]([CH3:38])([CH3:39])[CH3:40]. Reported procedure: A mixture of 5-(1-benzylpiperidin-3-yloxy)-3-(1-naphthylsulfonyl)-1H-indazole (0.7 g, 1.4 mmoles), 10% Pd/C and concentrated HCl (1 mL) in THF and methanol was hydrogenated in a Parr hydrogenation bottle at 52 lb/in2 for 72 hours. TLC showed about 30% conversion into desired product. The reaction mixture was filtered through Celite, and the filtrate was concentrated. The concentrate, a mixture of starting material and product, was then separated by reverse phase chromatography on C18 column, usi... The reagents and catalysts are [Pd] (Pd/C). Starting materials: C(C1=CC=CC=C1)N1CC(CCC1)OC=1C=C2C(=NNC2=CC1)S(=O)(=O)C1=CC=CC2=CC=CC=C12 (5-(1-benzylpiperidin-3-yloxy)-3-(1-naphthylsulfonyl)-1H-indazole), Cl (HCl). Conditions: time 72 hour. As a reaction SMILES: C([N:8]1[CH2:13][CH2:12][CH2:11][CH:10]([O:14][C:15]2[CH:16]=[C:17]3[C:21](=[CH:22][CH:23]=2)[NH:20][N:19]=[C:18]3[S:24]([C:27]2[C:36]3[C:31](=[CH:32][CH:33]=[CH:34][CH:35]=3)[CH:30]=[CH:29][CH:28]=2)(=[O:26])=[O:25])[CH2:9]1)C1C=CC=CC=1.Cl>C1COCC1.CO.[Pd]>[C:27]1([S:24]([C:18]2[C:17]3[C:21](=[CH:22][CH:23]=[C:15]([O:14][CH:10]4[CH2:11][CH2:12][CH2:13][NH:8][CH2:9]4)[CH:16]=3)[NH:20][N:19]=2)(=[O:25])=[O:26])[C:36]2[C:31](=[CH:32][CH:33]=[CH:34][CH:35]=2)[CH:30]=[CH:29][CH:28]=1. Product: C1(=CC=CC2=CC=CC=C12)S(=O)(=O)C1=NNC2=CC=C(C=C12)OC1CNCCC1 (3-(1-Naphthylsulfonyl)-5-(piperidin-3-yloxy)-1H-indazole). Solvent: C1CCOC1 (THF), CO (methanol). The reactants are N1[C@H](CCC1=O)C(=O)O (D-PyroGlu), N[C@@H](CCC(O)=O)C(=O)O (Glu), N[C@@H](CCC(N)=O)C(=O)O (Gln). Yields the product N1[C@@H](CCC1=O)C(=O)O (PyroGlu). As a reaction SMILES: [NH:1]1[C:5](=[O:6])[CH2:4][CH2:3][C@@H:2]1[C:7]([OH:9])=[O:8].N[C@H](C(O)=O)CCC(=O)O.N[C@H](C(O)=O)CCC(=O)N>>[NH:1]1[C:5](=[O:6])[CH2:4][CH2:3][C@H:2]1[C:7]([OH:9])=[O:8]. Procedure details: D-PyroGlu, Glu, Gln Reactants: BrC1=C(N=C(N=N1)N)C1=CC=CC=C1 (6-bromo-5-phenyl-1,2,4-triazin-3-amine), CC=1C=C(C=C(C1)C)B(O)O (3,5-dimethylphenylboronic acid). Product: CC=1C=C(C=C(C1)C)C1=C(N=C(N=N1)N)C1=CC=CC=C1 (6-(3,5-Dimethylphenyl)-5-phenyl-1,2,4-triazin-3-amine). Isolated yield 65.4%. Reaction SMILES: Br[C:2]1[N:7]=[N:6][C:5]([NH2:8])=[N:4][C:3]=1[C:9]1[CH:14]=[CH:13][CH:12]=[CH:11][CH:10]=1.[CH3:15][C:16]1[CH:17]=[C:18](B(O)O)[CH:19]=[C:20]([CH3:22])[CH:21]=1>>[CH3:15][C:16]1[CH:17]=[C:18]([C:2]2[N:7]=[N:6][C:5]([NH2:8])=[N:4][C:3]=2[C:9]2[CH:14]=[CH:13][CH:12]=[CH:11][CH:10]=2)[CH:19]=[C:20]([CH3:22])[CH:21]=1. Procedure: 6-(3,5-Dimethylphenyl)-5-phenyl-1,2,4-triazin-3-amine (54 mg, 65%) was prepared from 6-bromo-5-phenyl-1,2,4-triazin-3-amine (75 mg, 0.299 mmol) and 3,5-dimethylphenylboronic acid (51.5 mg, 0.344 mmol) according to the general procedure of Example 1.